Dataset: the Open Reaction Database (ORD), a public repository of structured organic reaction records. Task: describe an organic reaction: reactants, conditions, products, and yield Starting materials: C1(CC1)N1CCC(=CC1)C1=CC(=CC(=C1)C(F)(F)F)[N+](=O)[O-] (1-cyclopropyl-4-(3-nitro-5-(trifluoromethyl)phenyl)-1,2,3,6-tetrahydropyridine). Reagents/catalysts: [Pd] (Pd/C). The solvent is CO (methanol). Yields the product C1(CC1)N1CCC(CC1)C=1C=C(N)C=C(C1)C(F)(F)F (3-(1-cyclopropylpiperidin-4-yl)-5-(trifluoromethyl)aniline). The yield is 93.4%. RXN SMILES: [CH:1]1([N:4]2[CH2:9][CH:8]=[C:7]([C:10]3[CH:15]=[C:14]([C:16]([F:19])([F:18])[F:17])[CH:13]=[C:12]([N+:20]([O-])=O)[CH:11]=3)[CH2:6][CH2:5]2)[CH2:3][CH2:2]1>CO.[Pd]>[CH:1]1([N:4]2[CH2:9][CH2:8][CH:7]([C:10]3[CH:11]=[C:12]([CH:13]=[C:14]([C:16]([F:19])([F:17])[F:18])[CH:15]=3)[NH2:20])[CH2:6][CH2:5]2)[CH2:2][CH2:3]1. Procedure details: Stir the mixture of Pd/C (10%, 30 mg), 1-cyclopropyl-4-(3-nitro-5-(trifluoromethyl)phenyl)-1,2,3,6-tetrahydropyridine (120 mg 0.32 mmol) in methanol (10 mL) under hydrogen atmosphere at room temperature for 18 hrs. Remove hydrogen atmosphere, filter off the solid, concentrate the filtrate to yield the product as a white solid (85 mg, 94%). MS: (M+1): 285.1. Reactants: CC(C)(C)[Si](Oc1ccc(OCC(O)CNCCOc2ccc(NC3CCN(C(=O)NCc4ccc(F)cc4)CC3)cc2)cc1)(c1ccccc1)c1ccccc1, CO, ClC(Cl)Cl. The product is O=C(NCc1ccc(F)cc1)N1CCC(Nc2ccc(OCCNCC(O)COc3ccc(O)cc3)cc2)CC1. RXN SMILES: [C:1]([Si:2]([c:3]1[cH:4][cH:5][cH:46][cH:47][cH:48]1)([O:6][c:7]1[cH:8][cH:9][c:10]([O:11][CH2:12][CH:13]([CH2:14][NH:15][CH2:16][CH2:17][O:18][c:19]2[cH:20][cH:21][c:22]([NH:23][CH:24]3[CH2:25][CH2:26][N:27]([C:30](=[O:31])[NH:32][CH2:33][c:34]4[cH:35][cH:36][c:37]([F:40])[cH:38][cH:39]4)[CH2:28][CH2:29]3)[cH:41][cH:42]2)[OH:43])[cH:44][cH:45]1)[c:49]1[cH:50][cH:51][cH:52][cH:53][cH:54]1)([CH3:55])([CH3:56])[CH3:57].[CH3:58][OH:59].[CH:60]([Cl:61])([Cl:62])[Cl:63]>>[OH:6][c:7]1[cH:8][cH:9][c:10]([O:11][CH2:12][CH:13]([CH2:14][NH:15][CH2:16][CH2:17][O:18][c:19]2[cH:20][cH:21][c:22]([NH:23][CH:24]3[CH2:25][CH2:26][N:27]([C:30](=[O:31])[NH:32][CH2:33][c:34]4[cH:35][cH:36][c:37]([F:40])[cH:38][cH:39]4)[CH2:28][CH2:29]3)[cH:41][cH:42]2)[OH:43])[cH:44][cH:45]1. Reactants: O=C([O-])O, COc1cc2c(cc1OC)CC(NCc1ccccc1)CCC2, ClCCl, O=S(=O)([O-])C(F)(F)F, O=S(=O)([O-])C(F)(F)F, O=S(=O)([O-])C(F)(F)F, [Na+], c1ccc(OCC2CO2)cc1, [Yb+3]. Yields the product COc1cc2c(cc1OC)CC(N(Cc1ccccc1)CC(O)COc1ccccc1)CCC2. As a reaction SMILES: [C:60](=[O:61])([OH:62])[O-:63].[CH2:1]([c:2]1[cH:3][cH:4][cH:5][cH:6][cH:7]1)[NH:8][CH:9]1[CH2:10][c:11]2[c:12]([cH:16][c:17]([O:22][CH3:23])[c:18]([O:20][CH3:21])[cH:19]2)[CH2:13][CH2:14][CH2:15]1.[Cl:65][CH2:66][Cl:67].[F:35][C:36]([F:37])([F:38])[S:39]([O-:40])(=[O:41])=[O:42].[F:44][C:45]([F:46])([F:47])[S:48]([O-:49])(=[O:50])=[O:51].[F:52][C:53]([F:54])([F:55])[S:56]([O-:57])(=[O:58])=[O:59].[Na+:64].[O:24]([c:25]1[cH:26][cH:27][cH:28][cH:29][cH:30]1)[CH2:31][CH:32]1[CH2:33][O:34]1.[Yb+3:43]>>[CH2:1]([c:2]1[cH:3][cH:4][cH:5][cH:6][cH:7]1)[N:8]([CH:9]1[CH2:10][c:11]2[c:12]([cH:16][c:17]([O:22][CH3:23])[c:18]([O:20][CH3:21])[cH:19]2)[CH2:13][CH2:14][CH2:15]1)[CH2:33][CH:32]([CH2:31][O:24][c:25]1[cH:26][cH:27][cH:28][cH:29][cH:30]1)[OH:34].